This data is from the Open Reaction Database (ORD), a public repository of structured organic reaction records. The task is: describe an organic reaction: reactants, conditions, products, and yield Reactants: COC(CCC1=CC(=CC=C1)CNCC1=CC=C(C=C1)C1=NC=CC=N1)=O (3-{3-[(4-pyrimidin-2-yl-benzylamino)-methyl]-phenyl}-propionic acid methyl ester), ClC1=CC=C(C=C1)S(=O)(=O)Cl (4-chlorobenzensulfonyl chloride). Solvent: C(C)N(CC)CC (triethylamine). Product: COC(CCC1=CC(=CC=C1)CN(CC1=CC=C(C=C1)C1=NC=CC=N1)S(=O)(=O)C1=CC=C(C=C1)Cl)=O (3-(3-{[(4-Chloro-benzenesulfonyl)-(4-pyrimidin-2-yl-benzyl)-amino]-methyl}-phenyl)-propionic acid methyl ester). RXN SMILES: [CH3:1][O:2][C:3](=[O:27])[CH2:4][CH2:5][C:6]1[CH:11]=[CH:10][CH:9]=[C:8]([CH2:12][NH:13][CH2:14][C:15]2[CH:20]=[CH:19][C:18]([C:21]3[N:26]=[CH:25][CH:24]=[CH:23][N:22]=3)=[CH:17][CH:16]=2)[CH:7]=1.[Cl:28][C:29]1[CH:34]=[CH:33][C:32]([S:35](Cl)(=[O:37])=[O:36])=[CH:31][CH:30]=1>C(N(CC)CC)C>[CH3:1][O:2][C:3](=[O:27])[CH2:4][CH2:5][C:6]1[CH:11]=[CH:10][CH:9]=[C:8]([CH2:12][N:13]([S:35]([C:32]2[CH:33]=[CH:34][C:29]([Cl:28])=[CH:30][CH:31]=2)(=[O:37])=[O:36])[CH2:14][C:15]2[CH:20]=[CH:19][C:18]([C:21]3[N:26]=[CH:25][CH:24]=[CH:23][N:22]=3)=[CH:17][CH:16]=2)[CH:7]=1. Reported procedure: The title compound of Step A was prepared following the method described in Step B of Example 1 from 3-{3-[(4-pyrimidin-2-yl-benzylamino)-methyl]-phenyl}-propionic acid methyl ester, prepared in Step A of Example 11z, and 4-chlorobenzensulfonyl chloride using triethylamine in place of N,N-iisopropylethylamine. 1H NMR (400 MHz, CDCl3) δ 8.78 (m, 2H), 8.28 (d, 2H), 7.76 (d, 2H), 7.46 (d, 2H), 7.15 (m, 4H), 7.03 (d, 1H), 6.88 (d, 1H), 6.80 (s, 1H), 4.36 (s, 2H), 4.29 (s, 2H), 3.63 (s, 3H), 2.79 (t,... Reactants: amine, product, Cl.Cl.CC1=C(C=CC(=C1)N)NC1=NCCC1 (2-[(2-Methyl-4-aminophenyl)amino]-1-pyrroline, dihydrochloride), FC1=CC=C(C(=O)Cl)C=C1 (p-fluorobenzoyl chloride). The solvent is C(C)OCC (diethyl ether), C(C)#N (acetonitrile). Yields the product Cl.CC1=C(C=CC(=C1)NC(C1=CC=C(C=C1)F)=O)NC1=NCCC1 (2-[(2-Methyl-4-(4-fluorobenzamido)phenyl)amino]-1-pyrroline, hydrochloride), hydrochloride salt. Reaction SMILES: Cl.Cl.[CH3:3][C:4]1[CH:9]=[C:8]([NH2:10])[CH:7]=[CH:6][C:5]=1[NH:11][C:12]1[CH2:16][CH2:15][CH2:14][N:13]=1.[F:17][C:18]1[CH:26]=[CH:25][C:21]([C:22]([Cl:24])=[O:23])=[CH:20][CH:19]=1>C(#N)C.C(OCC)C>[ClH:24].[CH3:3][C:4]1[CH:9]=[C:8]([NH:10][C:22](=[O:23])[C:21]2[CH:25]=[CH:26][C:18]([F:17])=[CH:19][CH:20]=2)[CH:7]=[CH:6][C:5]=1[NH:11][C:12]1[CH2:16][CH2:15][CH2:14][N:13]=1 |f:0.1.2,6.7|. Procedure details: A mixture of 1.0 g (3.8 mmole) of product compound of Example 9 and 30.5 mmole of p-fluorobenzoyl chloride in 40 ml of acetonitrile was stirred at reflux for four hours, after which time thin-layer chromatography on silica gel (9:1 ethanol/concentrated aqueous ammonia) indicated no unreacted starting amine. The reaction mixture was then diluted eight-fold with diethyl ether. The resultant solid was collected and washed with three portions of ether, then dried in a high vacuum over 5A molecular s... The reactants are BrCc1cccc(Br)c1, O=C([O-])[O-], CC#N, [K+], [K+], c1ccc(C2CNCCO2)cc1. Product: Brc1cccc(CN2CCOC(c3ccccc3)C2)c1. Reaction SMILES: [Br:1][c:2]1[cH:3][c:4]([CH2:5][Br:6])[cH:7][cH:8][cH:9]1.[C:22](=[O:23])([O-:24])[O-:25].[CH3:28][C:29]#[N:30].[K+:26].[K+:27].[c:10]1([CH:16]2[O:17][CH2:18][CH2:19][NH:20][CH2:21]2)[cH:11][cH:12][cH:13][cH:14][cH:15]1>>[Br:1][c:2]1[cH:3][c:4]([CH2:5][N:20]2[CH2:19][CH2:18][O:17][CH:16]([c:10]3[cH:11][cH:12][cH:13][cH:14][cH:15]3)[CH2:21]2)[cH:7][cH:8][cH:9]1. Starting materials: CC1=CC2=C(C=C(O2)C(=O)O)C=C1 (6-methylbenzofuran-2-carboxylic acid), [Si](C)(C)(C)C=[N+]=[N-] (TMS-CHN2). The solvent is C1(=CC=CC=C1)C (toluene), CO (MeOH). Reaction conditions: time 6 hour. The product is CC1=CC2=C(C=C(O2)C(=O)OC)C=C1 (methyl 6-methylbenzofuran-2-carboxylate). The yield is 67.1%. Reaction SMILES: [CH3:1][C:2]1[CH:13]=[CH:12][C:5]2[CH:6]=[C:7]([C:9]([OH:11])=[O:10])[O:8][C:4]=2[CH:3]=1.[Si](C=[N+]=[N-])(C)(C)[CH3:15]>C1(C)C=CC=CC=1.CO>[CH3:1][C:2]1[CH:13]=[CH:12][C:5]2[CH:6]=[C:7]([C:9]([O:11][CH3:15])=[O:10])[O:8][C:4]=2[CH:3]=1. Procedure: To a solution of 6-methylbenzofuran-2-carboxylic acid (11 g, 62.4 mmol) in 468 mL of toluene and 156 mL of MeOH was added 2N TMS-CHN2 (46.8 mL, 94 mmol) dropwise at room temperature. The reaction was stirred at room temperature for 6 hr. The reaction was then quenched by addition of acetic acid dropwise at 0° C. until the yellow color vanished, and gas evolution ceased. The reaction was concentrated under reduced pressure, and the residue was purified by silica gel flash chromatography, 100% Hep...